This data is from the Open Reaction Database (ORD), a public repository of structured organic reaction records. The task is: describe an organic reaction: reactants, conditions, products, and yield The reactants are CC(=O)[O-], COCC(=O)CC(=O)OC, CO, Cl, Nc1cc(F)c(N2CCOCC2)cc1F, O=N[O-], [Na+], [Na+], [Na+], [OH-], O. Product: COCC(=O)C(=NNc1cc(F)c(N2CCOCC2)cc1F)C(=O)OC. As a reaction SMILES: [C:31]([O-:32])(=[O:33])[CH3:34].[CH3:21][O:22][CH2:23][C:24]([CH2:25][C:26](=[O:27])[O:28][CH3:29])=[O:30].[CH3:39][OH:40].[ClH:20].[F:5][c:6]1[c:7]([NH2:8])[cH:9][c:10]([F:19])[c:11]([N:13]2[CH2:14][CH2:15][O:16][CH2:17][CH2:18]2)[cH:12]1.[N:1]([O-:2])=[O:3].[Na+:35].[Na+:37].[Na+:4].[OH-:36].[OH2:38]>>[N:1]([NH:8][c:7]1[c:6]([F:5])[cH:12][c:11]([N:13]2[CH2:14][CH2:15][O:16][CH2:17][CH2:18]2)[c:10]([F:19])[cH:9]1)=[C:25]([C:24]([CH2:23][O:22][CH3:21])=[O:30])[C:26](=[O:27])[O:28][CH3:29]. The reactants are BrC1C2C(C(=O)NC2=O)CCC1Br (3,4-Dibromohexahydrophthalimide), N1=CC=CC=C1 (pyridine), BrC1=C(C(=O)Cl)C(=CC(=C1)Br)Br (2,4,6-Tribromobenzoyl chloride). Solvent: C1=CC=CC=C1 (benzene). The product is BrC1=C(C(=O)N2C(C3C(C2=O)C(C(CC3)Br)Br)=O)C(=CC(=C1)Br)Br (N-(2,4,6-tribromobenzoyl)-3,4-dibromohexahydrophthalimide). Reaction SMILES: [Br:1][CH:2]1[CH:12]([Br:13])[CH2:11][CH2:10][CH:4]2[C:5]([NH:7][C:8](=[O:9])[CH:3]12)=[O:6].N1C=CC=CC=1.[Br:20][C:21]1[CH:29]=[C:28]([Br:30])[CH:27]=[C:26]([Br:31])[C:22]=1[C:23](Cl)=[O:24]>C1C=CC=CC=1>[Br:20][C:21]1[CH:29]=[C:28]([Br:30])[CH:27]=[C:26]([Br:31])[C:22]=1[C:23]([N:7]1[C:8](=[O:9])[CH:3]2[CH:2]([Br:1])[CH:12]([Br:13])[CH2:11][CH2:10][CH:4]2[C:5]1=[O:6])=[O:24]. Procedure: 3,4-Dibromohexahydrophthalimide (0.10 mole), benzene (300 ml) and pyridine (0.11 mole) are charged into a glass reaction vessel equipped with a mechanical stirrer, thermometer and reflux condenser. 2,4,6-Tribromobenzoyl chloride (0.10 mole) is then added dropwise to the flask with stirring at room temperature. After the addition is completed the reaction mixture is heated at reflux with continued stirring for a period of about 1 hour. After this time the reaction mixture is filtered and the filt... Starting materials: C(C1=CC=CC=C1)OC=1C=CC2=C(C=C(O2)C=O)C1C(C)(C)C (5-Benzyloxy-4-tert-butyl-2-formylbenzofuran). Reagents/catalysts: [Pd] (Pd on carbon). Run in C(C)(=O)O (acetic acid). Conditions: time 8 hour. Yields the product C(C)(C)(C)C1=C(C=CC2=C1C=C(O2)C)O (4-tert-butyl-5-hydroxy-2-methylbenzofuran). Yield: 68.1%. RXN SMILES: C([O:8][C:9]1[CH:10]=[CH:11][C:12]2[O:16][C:15]([CH:17]=O)=[CH:14][C:13]=2[C:19]=1[C:20]([CH3:23])([CH3:22])[CH3:21])C1C=CC=CC=1>C(O)(=O)C.[Pd]>[C:20]([C:19]1[C:13]2[CH:14]=[C:15]([CH3:17])[O:16][C:12]=2[CH:11]=[CH:10][C:9]=1[OH:8])([CH3:23])([CH3:22])[CH3:21]. Reported procedure: 5-Benzyloxy-4-tert-butyl-2-formylbenzofuran (700 mg, 2.3 mmol) was dissolved in acetic acid (30 ml) and, after addition of 10% Pd on carbon (700 mg), the solution was stirred under a hydrogen atmosphere (5 atm.) for 8 h. After filtering off the Pd on carbon, the filtrate was washed with a saturated aqueous solution of sodium hydrogen carbonate, dried over anhydrous magnesium sulfate and concentrated. The concentrate was subjected to silica gel chromatography and eluted with a solvent system cons... Reactants: Cl.COC(C(CCN)NCC1=CC=C(C=C1)C)=O (4-amino-2-(4-methyl-benzylamino)-butyric acid methyl ester HCl salt), CCN(C(C)C)C(C)C (DIEA), C(=O)(N1C=NC=C1)N1C=NC=C1 (carbonyldiimidazole), Dowex-H+, [Li+].[OH-] (LiOH). The solvent is C(Cl)Cl (DCM). Conditions: time 1 hour. The product is C(C1=CC=CC=C1)N1C(=NC2=CC(=CC=C2C1=O)Cl)C1N(C(NCC1)=O)CC1=CC=C(C=C1)C (3-Benzyl-7-chloro-2-[3-(4-methyl-benzyl)-2-oxo-hexahydro-pyrimidin-4-yl]-3H-quinazolin-4-one), Formula 304, CC1=CC=C(CN2C(NCCC2C(=O)O)=O)C=C1 (3-(4-methyl-benzyl)-2-oxo-hexahydro-pyrimidine-4-carboxylic acid). Yield: 200.7%. As a reaction SMILES: [ClH:1].C[O:3][C:4](=[O:18])[CH:5]([NH:9][CH2:10][C:11]1[CH:16]=[CH:15][C:14]([CH3:17])=[CH:13][CH:12]=1)[CH2:6][CH2:7][NH2:8].CCN([CH:25]([CH3:27])[CH3:26])C(C)C.[C:28]([N:35]1[CH:39]=[CH:38][N:37]=[CH:36]1)([N:30]1[CH:34]=[CH:33]N=C1)=[O:29].[Li+].[OH-:41]>C(Cl)Cl>[CH2:10]([N:9]1[C:5](=[O:41])[C:6]2[C:36](=[CH:4][C:5]([Cl:1])=[CH:6][CH:7]=2)[N:37]=[C:38]1[CH:39]1[CH2:33][CH2:34][NH:30][C:28](=[O:29])[N:35]1[CH2:16][C:11]1[CH:10]=[CH:27][C:25]([CH3:26])=[CH:13][CH:12]=1)[C:11]1[CH:12]=[CH:13][CH:14]=[CH:15][CH:16]=1.[CH3:17][C:14]1[CH:15]=[CH:16][C:11]([CH2:10][N:9]2[CH:5]([C:4]([OH:3])=[O:18])[CH2:6][CH2:7][NH:8][C:28]2=[O:29])=[CH:12][CH:13]=1 |f:0.1,4.5|. Reported procedure: To a solution of 4-amino-2-(4-methyl-benzylamino)-butyric acid methyl ester HCl salt (923 mg, 3.13 mmol) and DIEA (1.08 mL, 6.26 mmol) in 100 mL of DCM was added carbonyldiimidazole (760 mg, 4.69 mmol). The reaction mixture was stirred for 1 hour, after which the solvents were evaporated. The residue was dissolved in 20 mL of MeOH:H2O (2:1) solution to which was added LiOH (150 mg, 6.26 mmol). The mixture was stirred at room temperature for 3 hours and then adjusted to pH ˜7 by adding Dowex-H+ r... Reaction SMILES: Br[C:2]1[CH:7]=[N:6][C:5](Cl)=[C:4]2[N:9]([CH2:17][C:18]([OH:20])=[O:19])[CH:10]=[C:11]([CH2:12][C:13]([O:15][CH3:16])=[O:14])[C:3]=12>CO.[Pd]>[CH3:16][O:15][C:13](=[O:14])[CH2:12][C:11]1[C:3]2[C:4](=[CH:5][N:6]=[CH:7][CH:2]=2)[N:9]([CH2:17][C:18]([OH:20])=[O:19])[CH:10]=1. Procedure details: A mixture of [4-bromo-7-chloro-3-(2-methoxy-2-oxoethyl)-1H-pyrrolo[2,3-c]pyridin-1-yl]acetic acid from Step E (27.0 mg, 0.075 mmol) and 10% Pd/C (10 mg) in MeOH (5 mL) was stirred under an atmosphere of hydrogen (ca. 1 atm) for 2 h. The mixture was filtered through a pad of Celite, washing with MeOH, and the filtrate was concentrated in vacuo to give the title compound. MS: m/z=249 (M+1). Run at time 2 hour. The solvent is CO (MeOH). The product is COC(CC1=CN(C2=CN=CC=C21)CC(=O)O)=O ([3-(2-Methoxy-2-oxoethyl)-1H-pyrrolo[2,3-c]pyridin-1-yl]acetic acid). Starting materials: BrC1=C2C(=C(N=C1)Cl)N(C=C2CC(=O)OC)CC(=O)O ([4-bromo-7-chloro-3-(2-methoxy-2-oxoethyl)-1H-pyrrolo[2,3-c]pyridin-1-yl]acetic acid). Reagents/catalysts: [Pd] (Pd/C). Reactants: C(C)OC(C(C=C(CCCO)CP(=O)(O)O)N)=O (2-amino-7-hydroxy-4-phosphonomethyl-hept-3-enoic acid ethyl ester). The solvent is O (water). Yields the product NC(C(=O)O)C=C(CCCO)CP(=O)(O)O (2-amino-7-hydroxy-4-phosphonomethyl-hept-3-enoic acid). As a reaction SMILES: C([O:3][C:4](=[O:18])[CH:5]([NH2:17])[CH:6]=[C:7]([CH2:12][P:13]([OH:16])([OH:15])=[O:14])[CH2:8][CH2:9][CH2:10][OH:11])C>O>[NH2:17][CH:5]([CH:6]=[C:7]([CH2:12][P:13]([OH:16])([OH:15])=[O:14])[CH2:8][CH2:9][CH2:10][OH:11])[C:4]([OH:18])=[O:3]. Procedure: 1.1 g (3.9 mmol) of 2-amino-7-hydroxy-4-phosphonomethyl-hept-3-enoic acid ethyl ester in 8 ml of water are stirred at 130° C. for 18 hours in a bomb tube. The dark reaction solution is treated with activated carbon and filtered over Hyflo®. The colourless filtrate is concentrated to ~3 ml, and ~25 ml of ethanol are added. The resulting suspension is filtered with suction and dried under a high vacuum at 50° C. 2-amino-7-hydroxy-4-phosphonomethyl-hept-3-enoic acid having a melting point from 190°... Starting materials: solution, C1(=CC=CC=C1)C (toluene), solution, [Li]C (MeLi), C(=O)=O.CC(=O)C (dry ice acetone), ClC1=NC=C(C(=N1)C(F)(F)F)C(C)=O (1-(2-chloro-4-(trifluoromethyl)pyrimidin-5-yl)ethanone), tertiary alcohol. Reagents/catalysts: Cl[Ti](Cl)(Cl)Cl (TiCl4). The solvent is CCOCC (Et2O), CCOCC (Et2O). Reaction conditions: temperature -78 celsius, time 30 minute. Yields the product ClC1=NC=C(C(=N1)C(F)(F)F)C(C)(C)O (2-(2-chloro-4-(trifluoromethyl)pyrimidin-5-yl)propan-2-ol). Isolated yield 85.5%. As a reaction SMILES: [C:1]1(C)C=CC=CC=1.[Li]C.C(=O)=O.CC(C)=O.[Cl:17][C:18]1[N:23]=[C:22]([C:24]([F:27])([F:26])[F:25])[C:21]([C:28](=[O:30])[CH3:29])=[CH:20][N:19]=1>CCOCC.Cl[Ti](Cl)(Cl)Cl>[Cl:17][C:18]1[N:23]=[C:22]([C:24]([F:25])([F:26])[F:27])[C:21]([C:28]([OH:30])([CH3:1])[CH3:29])=[CH:20][N:19]=1 |f:2.3|. Procedure: To a 1.0 M solution of TiCl4 in toluene (6.67 mL, 6.67 mmol) was added a 1.6 M solution of MeLi in Et2O (4.18 mL, 6.69 mmol) dropwise a −78° C. (dry ice/acetone bath). The resulting dark solution stirred at −78° C. for 30 minutes. A solution of 1-(2-chloro-4-(trifluoromethyl)pyrimidin-5-yl)ethanone (500 mg, 2.23 mmol) in Et2O (3 mL) was added dropwise at −78° C. The reaction was slowly allowed to warm to rt in the dewar over a 15 h period. TLC analysis showed complete conversion to the more pola... Starting materials: CCCNn1ccc2ccccc21, CC(C)(C)[O-], CN1CCCC1=O, CCCCCCC, Fc1cnccc1Cl, Cl, [K+], O. The product is CCCN(c1ccncc1F)n1ccc2ccccc21, Cl. As a reaction SMILES: [CH2:7]([CH2:8][CH3:9])[NH:10][n:11]1[cH:12][cH:13][c:14]2[cH:15][cH:16][cH:17][cH:18][c:19]12.[CH3:1][C:2]([CH3:3])([O-:4])[CH3:5].[CH3:29][N:30]1[CH2:31][CH2:32][CH2:33][C:34]1=[O:35].[CH3:36][CH2:37][CH2:38][CH2:39][CH2:40][CH2:41][CH3:42].[Cl:20][c:21]1[c:22]([F:27])[cH:23][n:24][cH:25][cH:26]1.[ClH:28].[K+:6].[OH2:43]>>[CH2:7]([CH2:8][CH3:9])[N:10]([n:11]1[cH:12][cH:13][c:14]2[cH:15][cH:16][cH:17][cH:18][c:19]12)[c:21]1[c:22]([F:27])[cH:23][n:24][cH:25][cH:26]1.[ClH:20]. The reactants are C[O-].[Na+] (sodium methoxide), CN1S(=O)(=O)C2=CC=CC=C2C1=O (N-methylsaccharin), C[O-].[Na+] (sodium methoxide), ClCC(=O)OC (methyl chloroacetate), CS(=O)C (dimethylsulfoxide). The solvent is CO (methanol), CO (methanol). Yields the product OC1=C(N(S(C2=C1C=CC=C2)(=O)=O)C)C(=O)OC (Methyl 4-hydroxy-2-methyl-2H-1,2-benzothiazine-3-carboxylate 1,1-dioxide). Reaction SMILES: [CH3:1][N:2]1[C:12](=[O:13])[C:11]2[C:6](=[CH:7][CH:8]=[CH:9][CH:10]=2)[S:3]1(=[O:5])=[O:4].Cl[CH2:15][C:16]([O:18][CH3:19])=[O:17].CS(C)=O.C[O-].[Na+]>CO>[OH:13][C:12]1[C:11]2[CH:10]=[CH:9][CH:8]=[CH:7][C:6]=2[S:3](=[O:5])(=[O:4])[N:2]([CH3:1])[C:15]=1[C:16]([O:18][CH3:19])=[O:17] |f:3.4|. Procedure: To a solution of 9.86 g. (50 mmoles) of N-methylsaccharin and 10.8 ml. of methyl chloroacetate (123.8 mmoles) in 50 ml. of dimethylsulfoxide was added at the rate of 0.15 ml./minute 9.2 g. (170 mmoles) of sodium methoxide in 30 ml. of methanol. After the addition was complete an additional 2.7 g. (50 mmoles) of sodium methoxide in 11 ml. of methanol was added at the same rate for a total addition time of about 6 hours.